Dataset: the Open Reaction Database (ORD), a public repository of structured organic reaction records. Task: describe an organic reaction: reactants, conditions, products, and yield The reactants are C(=O)(OC(C)(C)C)N1CCNCC1 (N-Boc-piperazine), [OH-].[Na+] (NaOH), C(C1=CC=CC=C1)(=O)Cl (benzoyl chloride). Solvent: O (water), O1CCOCC1 (dioxane), [Cl-].[Na+].O (brine), O1CCOCC1 (dioxane). Yields the product C(C1=CC=CC=C1)(=O)N1CCN(CC1)C(=O)OC(C)(C)C (Tert-butyl 4-benzoyl-1-piperazinecarboxylate). Yield: 89.8%. As a reaction SMILES: [C:1]([N:8]1[CH2:13][CH2:12][NH:11][CH2:10][CH2:9]1)([O:3][C:4]([CH3:7])([CH3:6])[CH3:5])=[O:2].[OH-].[Na+].[C:16](Cl)(=[O:23])[C:17]1[CH:22]=[CH:21][CH:20]=[CH:19][CH:18]=1>O1CCOCC1.O.[Cl-].[Na+].O>[C:16]([N:11]1[CH2:10][CH2:9][N:8]([C:1]([O:3][C:4]([CH3:7])([CH3:6])[CH3:5])=[O:2])[CH2:13][CH2:12]1)(=[O:23])[C:17]1[CH:22]=[CH:21][CH:20]=[CH:19][CH:18]=1 |f:1.2,6.7.8|. Procedure details: To a solution of N-Boc-piperazine (14) (1.00 g, 5.37 mmol) in dioxane (5 mL), a solution of NaOH (0.50 g, 12.9 mmol) in water (5 mL) followed by a solution of benzoyl chloride (0.75 mL, 6.44 mmol) in dioxane (2 mL) under vigorous stirring were added. The reaction mixture was stirred at ambient temperature for 4 hours, diluted with brine (20 mL), and extracted with ethyl acetate (2×25 mL). The organic extract was washed successively with brine (20 mL), saturated NaHCO3 (20 mL), saturated KH2PO4 (... Reactants: ClC1=NC(=CC2=C1C=CO2)C (4-Chloro-6-methylfuro[3,2-c]pyridine), CC=1C2=C(C(NC1)=O)C=CO2 (7-methylfuro[3,2-c]pyridin-4-(5H)-one), CC1=CC2=C(C(N1)=O)C=CO2 (6-methylfuro[3,2-c]pyridin-4-(5H)-one). Yields the product ClC1=NC=C(C2=C1C=CO2)C (4-chloro-7-methylfuro[3,2-c]pyridine). Reaction SMILES: [Cl:1][C:2]1[C:7]2[CH:8]=[CH:9][O:10][C:6]=2[CH:5]=[C:4](C)[N:3]=1.[CH3:12]C1C2OC=CC=2C(=O)NC=1.CC1NC(=O)C2C=COC=2C=1>>[Cl:1][C:2]1[C:7]2[CH:8]=[CH:9][O:10][C:6]=2[C:5]([CH3:12])=[CH:4][N:3]=1. Reported procedure: The title compound was prepared according to the procedure described for 4-chloro-6-methylfuro[3,2-c]pyridine (Example 12, Step B) except 7-methylfuro[3,2-c]pyridin-4-(5H)-one was substituted for 6-methylfuro[3,2-c]pyridin-4-(5H)-one. Title compound was obtained in 98% crude yield and used as is. A portion was crystallized from cold diethyl ether for microanalysis, mp. 51.5°-53° C. Reactants: BrC=1SC=C(N1)Br (2,4-dibromothiazole), CN(C)C=O (DMF), C[C@@H]1CNC[C@@H](O1)C (cis-2,6-dimethylmorpholine), CCN(C(C)C)C(C)C (DIPEA). Yield: 77.1%. The solvent is O (water). As a reaction SMILES: Br[C:2]1[S:3][CH:4]=[C:5]([Br:7])[N:6]=1.CN(C=O)C.[CH3:13][C@H:14]1[O:19][C@@H:18]([CH3:20])[CH2:17][NH:16][CH2:15]1.CCN(C(C)C)C(C)C>O>[Br:7][C:5]1[N:6]=[C:2]([N:16]2[CH2:15][C@H:14]([CH3:13])[O:19][C@H:18]([CH3:20])[CH2:17]2)[S:3][CH:4]=1. Procedure details: A 1 L flask equipped with a mechanical stirrer and a thermometer was charged with 2,4-dibromothiazole (60 g, 0.247 mol) and DMF (480 mL). After dissolution, cis-2,6-dimethylmorpholine (33.65 mL, 0.272 mol) and DIPEA (61.23 mL, 0.37 mol) were added under a stream of nitrogen. The reaction mixture was heated to 70° C. under nitrogen and stirred overnight. The reaction mixture was cooled to 10° C. in an ice/water bath. Then water (1 L) was added dropwise in a temperature range of 10-20° C. A slight... Run at temperature 70 celsius, time 8 hour. Yields the product BrC=1N=C(SC1)N1C[C@H](O[C@H](C1)C)C (4-(4-Bromo-thiazol-2-yl)-cis-2,6-dimethyl-morpholine). Starting materials: C(C)OC(C(N1C=NC(=C1)NC(=O)C1C2=CC=CC=C2C=2C=CC=CC12)CCCCCC)=O (α-hexyl-4-[(9H-fluoren-9-yl-carbonyl)amino]-1H-imidazole-1-acetic acid ethyl ester), [OH-].[K+] (potassium hydroxide), CO (methanol), O (water). The solvent is C(C)(=O)OCC (ethyl acetate). Product: C(CCCCC)C(C(=O)O)N1C=NC(=C1)NC(=O)C1(C2=CC=CC=C2C=2C=CC=CC12)O (α-Hexyl-4-[(9-hydroxy-9H-fluoren-9-ylcarbonyl)-amino]-1H-imidazole-1-acetic acid). Reaction SMILES: C([O:3][C:4](=[O:33])[CH:5]([CH2:27][CH2:28][CH2:29][CH2:30][CH2:31][CH3:32])[N:6]1[CH:10]=[C:9]([NH:11][C:12]([CH:14]2[C:26]3[CH:25]=[CH:24][CH:23]=[CH:22][C:21]=3[C:20]3[C:15]2=[CH:16][CH:17]=[CH:18][CH:19]=3)=[O:13])[N:8]=[CH:7]1)C.[OH-:34].[K+].CO.O>C(OCC)(=O)C>[CH2:27]([CH:5]([N:6]1[CH:10]=[C:9]([NH:11][C:12]([C:14]2([OH:34])[C:26]3[CH:25]=[CH:24][CH:23]=[CH:22][C:21]=3[C:20]3[C:15]2=[CH:16][CH:17]=[CH:18][CH:19]=3)=[O:13])[N:8]=[CH:7]1)[C:4]([OH:3])=[O:33])[CH2:28][CH2:29][CH2:30][CH2:31][CH3:32] |f:1.2|. Procedure: When 2.1 g of α-hexyl-4-[(9H-fluoren-9-yl-carbonyl)amino]-1H-imidazole-1-acetic acid ethyl ester was heated with 3.0 g of potassium hydroxide, 30 ml of methanol, and 15 ml of water at reflux for one hour, upon adjustment of pH to 3.8, a thick oil formed. The oil was dissolved in ethyl acetate and separated from the aqueous layer. The organic layer was dried and concentrated in vacuo. The oil was taken up in ethanol and saturated with hydrogen chloride gas. The resulting product was purified by h...